Dataset: the Open Reaction Database (ORD), a public repository of structured organic reaction records. Task: describe an organic reaction: reactants, conditions, products, and yield Reactants: Clc1cc(Cl)ncn1, OB(O)C=Cc1ccc(Cl)cc1, [K+], [K+], [K+], CN(C)C=O, O=P([O-])([O-])[O-]. Product: Clc1ccc(C=Cc2cc(Cl)ncn2)cc1. RXN SMILES: [Cl:1][c:2]1[n:3][cH:4][n:5][c:6]([Cl:8])[cH:7]1.[Cl:9][c:10]1[cH:11][cH:12][c:13]([CH:14]=[CH:15][B:16]([OH:17])[OH:18])[cH:19][cH:20]1.[K+:26].[K+:27].[K+:28].[O:29]=[CH:30][N:31]([CH3:32])[CH3:33].[P:21]([O-:22])([O-:23])([O-:24])=[O:25]>>[c:2]1([CH:15]=[CH:14][c:13]2[cH:12][cH:11][c:10]([Cl:9])[cH:20][cH:19]2)[n:3][cH:4][n:5][c:6]([Cl:8])[cH:7]1. The reactants are Cl.C(N)(=N)N1CCC(CC1)CCC(=O)O (1-amidino-4-piperidinepropionic acid hydrochloride), N(C(=O)C)C1=CC=C(C=C1)O (p-acetaminophenol), C1(CCCCC1)N=C=NC1CCCCC1 (dicyclohexylcarbodiimide). Run in N1=CC=CC=C1 (pyridine). Product: Cl.C(N)(=N)N1CCC(CC1)CCC(=O)OC1=CC=C(C=C1)NC(=O)C (p-acetaminophenyl 1-amidino-4-piperidinepropionate hydrochloride). Yield: 47.9%. As a reaction SMILES: [ClH:1].[C:2]([N:5]1[CH2:10][CH2:9][CH:8]([CH2:11][CH2:12][C:13]([OH:15])=[O:14])[CH2:7][CH2:6]1)(=[NH:4])[NH2:3].[NH:16]([C:20]1[CH:25]=[CH:24][C:23](O)=[CH:22][CH:21]=1)[C:17]([CH3:19])=[O:18].C1(N=C=NC2CCCCC2)CCCCC1>N1C=CC=CC=1>[ClH:1].[C:2]([N:5]1[CH2:10][CH2:9][CH:8]([CH2:11][CH2:12][C:13]([O:15][C:23]2[CH:24]=[CH:25][C:20]([NH:16][C:17]([CH3:19])=[O:18])=[CH:21][CH:22]=2)=[O:14])[CH2:7][CH2:6]1)(=[NH:3])[NH2:4] |f:0.1,5.6|. Reported procedure: A mixture of 2.0 g of 1-amidino-4-piperidinepropionic acid hydrochloride and 1.29 g of p-acetaminophenol was dissolved in 20 ml of dry pyridine. To the solution was added with stirring and ice-cooling 1.75 g of dicyclohexylcarbodiimide, and the resulting mixture was stirred overnight at room temperature. The reaction mixture was filtered to give crystals which were then washed with ethyl acetate and further with ether and dried. The crystals were refluxed with 600 ml of dichloromethane, and the ... The reactants are CCCCc1nc(Cl)c(CO)n1Cc1ccc2nn(-c3ccccc3-c3nnn(C(c4ccccc4)(c4ccccc4)c4ccccc4)n3)c(Br)c2c1, CCO, ClCCl, Cl. Yields the product CCCCc1nc(Cl)c(CO)n1Cc1ccc2nn(-c3ccccc3-c3nnn[nH]3)c(Br)c2c1. RXN SMILES: [Br:1][c:2]1[n:3](-[c:24]2[c:25](-[c:30]3[n:31][n:32][n:33]([C:35]([c:36]4[cH:37][cH:38][cH:39][cH:40][cH:41]4)([c:42]4[cH:43][cH:44][cH:45][cH:46][cH:47]4)[c:48]4[cH:49][cH:50][cH:51][cH:52][cH:53]4)[n:34]3)[cH:26][cH:27][cH:28][cH:29]2)[n:4][c:5]2[cH:6][cH:7][c:8]([CH2:11][n:12]3[c:13]([CH2:20][CH2:21][CH2:22][CH3:23])[n:14][c:15]([Cl:19])[c:16]3[CH2:17][OH:18])[cH:9][c:10]12.[CH3:58][CH2:59][OH:60].[Cl:55][CH2:56][Cl:57].[ClH:54]>>[Br:1][c:2]1[n:3](-[c:24]2[c:25](-[c:30]3[n:31][n:32][n:33][nH:34]3)[cH:26][cH:27][cH:28][cH:29]2)[n:4][c:5]2[cH:6][cH:7][c:8]([CH2:11][n:12]3[c:13]([CH2:20][CH2:21][CH2:22][CH3:23])[n:14][c:15]([Cl:19])[c:16]3[CH2:17][OH:18])[cH:9][c:10]12. The product is ClC1=C(C(=O)NN2C(=CC(=C2)[C@H](CCC)C)C)C=CC(=C1)SC (2-chloro-N-{2-methyl-4-[(1S)-1-methylbutyl]-1H-pyrrol-1-yl}-4-(methylthio)benzamide). As a reaction SMILES: [Cl:1][C:2]1[CH:11]=[C:10]([S:12][CH3:13])[CH:9]=[CH:8][C:3]=1[C:4]([NH:6][NH2:7])=[O:5].[CH3:14][C@@H:15]([CH2:23][CH2:24][CH3:25])[CH:16]([CH2:19][C:20](=O)[CH3:21])[CH:17]=O.Cl.C(=O)(O)[O-].[Na+]>O.O1CCCC1>[Cl:1][C:2]1[CH:11]=[C:10]([S:12][CH3:13])[CH:9]=[CH:8][C:3]=1[C:4]([NH:6][N:7]1[CH:14]=[C:15]([C@@H:16]([CH3:17])[CH2:19][CH2:20][CH3:21])[CH:23]=[C:24]1[CH3:25])=[O:5] |f:3.4|. Reported procedure: The compound prepared in Example 76 (1.65 g) and (3S)-3-methyl-2-(2-oxopropyl)hexanal (1.86 g) were dissolved with tetrahydrofuran (10 mL), and 5N hydrochloric acid (0.2 mL) was added to the reaction mixture. The reaction mixture was stirred at room temperature for 6 hours. A saturated aqueous solution of sodium bicarbonate and water were added to the reaction mixture, and the reaction mixture was extracted with ethyl acetate. The obtained organic layer was washed by water and a saturated aqueou... Reactants: C([O-])(O)=O.[Na+] (sodium bicarbonate), ClC1=C(C(=O)NN)C=CC(=C1)SC (2-chloro-4-(methylthio)benzohydrazide), C[C@H](C(C=O)CC(C)=O)CCC ((3S)-3-methyl-2-(2-oxopropyl)hexanal), Cl (hydrochloric acid). Run at time 6 hour. Solvent: O (water), O1CCCC1 (tetrahydrofuran). The yield is 59.9%. Yields the product CCOC(=O)c1c(-c2ccccc2)c2cc(Cl)ccc2n1CCN. Reactants: CCOC(=O)c1c(-c2ccccc2)c2cc(Cl)ccc2n1CC#N, CCO, Cl, [H][H], O=[Pt]=O. RXN SMILES: [C:1](#[N:2])[CH2:3][n:4]1[c:5]([C:20](=[O:21])[O:22][CH2:23][CH3:24])[c:6](-[c:14]2[cH:15][cH:16][cH:17][cH:18][cH:19]2)[c:7]2[cH:8][c:9]([Cl:13])[cH:10][cH:11][c:12]12.[CH3:31][CH2:32][OH:33].[ClH:25].[H:26][H:27].[Pt:28](=[O:29])=[O:30]>>[CH2:1]([NH2:2])[CH2:3][n:4]1[c:5]([C:20](=[O:21])[O:22][CH2:23][CH3:24])[c:6](-[c:14]2[cH:15][cH:16][cH:17][cH:18][cH:19]2)[c:7]2[cH:8][c:9]([Cl:13])[cH:10][cH:11][c:12]12.